From a dataset of the Open Reaction Database (ORD), a public repository of structured organic reaction records. describe an organic reaction: reactants, conditions, products, and yield Reactants: CC1(CC(C2=CC=C(C=C12)OS(=O)(=O)C(F)(F)F)=O)C (trifluoro-methanesulfonic acid 3,3-dimethyl-1-oxo-indan-5-yl ester), CC=1C=C(C=CC1)B(O)O (3-methylphenyl boronic acid). Yields the product CC1(CC(C2=CC=C(C=C12)C1=CC(=CC=C1)C)=O)C (3,3-dimethyl-5-(3-methylphenyl)indan-1-one). As a reaction SMILES: [CH3:1][C:2]1([CH3:20])[C:10]2[C:5](=[CH:6][CH:7]=[C:8](OS(C(F)(F)F)(=O)=O)[CH:9]=2)[C:4](=[O:19])[CH2:3]1.[CH3:21][C:22]1[CH:23]=[C:24](B(O)O)[CH:25]=[CH:26][CH:27]=1>>[CH3:1][C:2]1([CH3:20])[C:10]2[C:5](=[CH:6][CH:7]=[C:8]([C:26]3[CH:25]=[CH:24][CH:23]=[C:22]([CH3:21])[CH:27]=3)[CH:9]=2)[C:4](=[O:19])[CH2:3]1. Procedure: The title compound was prepared from trifluoro-methanesulfonic acid 3,3-dimethyl-1-oxo-indan-5-yl ester and 3-methylphenyl boronic acid according to the procedure described in example 21. MS (ES) m/z 251.2; HRMS: calcd for C18H18O+H+, 251.14304; found (ESI, [M+H]+), 251.1428.